This data is from the Open Reaction Database (ORD), a public repository of structured organic reaction records. The task is: describe an organic reaction: reactants, conditions, products, and yield Reactants: C(=O)([O-])[O-].[Cs+].[Cs+] (Cs2CO3), BrC1=CC=C(C=C1)I (1-bromo-4-iodo-benzene), C1=CC2=C(C3=C(C=CC=N3)C=C2)N=C1 (o-phenanthroline), C1(CCCC1)O (cyclopentanol). The reagents and catalysts are [Cu]I (copper(I) iodide). The solvent is C1(=CC=CC=C1)C (toluene). Run at temperature 120 celsius, time 15 hour. The product is BrC1=CC=C(C=C1)OC1CCCC1 (1-Bromo-4-cyclopentyloxy-benzene). As a reaction SMILES: [Br:1][C:2]1[CH:7]=[CH:6][C:5](I)=[CH:4][CH:3]=1.C1C=NC2C3N=CC=CC=3C=CC=2C=1.[CH:23]1([OH:28])[CH2:27][CH2:26][CH2:25][CH2:24]1.C([O-])([O-])=O.[Cs+].[Cs+]>C1(C)C=CC=CC=1.[Cu]I>[Br:1][C:2]1[CH:7]=[CH:6][C:5]([O:28][CH:23]2[CH2:27][CH2:26][CH2:25][CH2:24]2)=[CH:4][CH:3]=1 |f:3.4.5|. Procedure: To a stirred mixture of 1-bromo-4-iodo-benzene, (1.00 g, 3.53 mmol), o-phenanthroline (255 mg, 1.41 mmol) and cyclopentanol (1.50 g, 17.44 mmol) in toluene (1.500 mL) was added copper(I) iodide (135.00 mg, 0.70 mmol) and Cs2CO3 (2.87 g, 8.83 mmol). The resulting mixture was then stirred at 120° C. in a sealed tube for 15 hours. The solvent was then removed under reduced pressure and the product was purified by flash chromatography (eluted by hexane). Reactants: FC(C=1C=C(C=C(C1)C(F)(F)F)[C@@H](C)N(C(=O)N1[C@H](C[C@]2(CC[C@H](N2)C(=O)OC)CC1)C1=C(C=C(C=C1)F)C)C)(F)F (methyl(2S,5S,7R)-8-{[{(1R)-1-[3,5-bis(trifluoromethyl)phenyl]ethyl}(methyl)amino]carbonyl}-7-(4-fluoro-2-methylphenyl)-1,8-diazaspiro[4.5]decane-2-carboxylate), FC(C=1C=C(C=C(C1)C(F)(F)F)[C@@H](C)N(C(=O)N1[C@H](C[C@]2(CC[C@H](N2)C(=O)OC)CC1)C1=C(C=C(C=C1)F)C)C)(F)F (methyl(2S,5S,7R)-8-{[{(1R)-1-[3,5-bis(trifluoromethyl)phenyl]ethyl}(methyl)amino]carbonyl}-7-(4-fluoro-2-methylphenyl)-1,8-diazaspiro[4.5]decane-2-carboxylate), ClCCl (Dichloromethane), BOC-Anhydride, C(=O)(O)[O-].[Na+] (NaHCO3). Run at time 8 hour. Product: FC(C=1C=C(C=C(C1)C(F)(F)F)[C@@H](C)N(C(=O)N1[C@H](C[C@]2(CC[C@H](N2C(=O)OC(C)(C)C)C(=O)OC)CC1)C1=C(C=C(C=C1)F)C)C)(F)F (1-(1,1-dimethylethyl) 2-methyl(2S,5S,7R)-8-{[{(1R)-1-[3,5-bis(trifluoromethyl)phenyl]ethyl}(methyl)amino]carbonyl}-7-(4-fluoro-2-methylphenyl)-1,8-diazaspiro[4.5]decane-1,2-dicarboxylate). Yield: 87.7%. Reaction SMILES: [F:1][C:2]([F:42])([F:41])[C:3]1[CH:4]=[C:5]([C@H:13]([N:15]([CH3:40])[C:16]([N:18]2[CH2:31][CH2:30][C@:21]3([NH:25][C@H:24]([C:26]([O:28][CH3:29])=[O:27])[CH2:23][CH2:22]3)[CH2:20][C@@H:19]2[C:32]2[CH:37]=[CH:36][C:35]([F:38])=[CH:34][C:33]=2[CH3:39])=[O:17])[CH3:14])[CH:6]=[C:7]([C:9]([F:12])([F:11])[F:10])[CH:8]=1.ClCCl.[C:46]([O-:49])(O)=[O:47].[Na+]>>[F:42][C:2]([F:1])([F:41])[C:3]1[CH:4]=[C:5]([C@H:13]([N:15]([CH3:40])[C:16]([N:18]2[CH2:31][CH2:30][C@:21]3([N:25]([C:46]([O:49][C:3]([CH3:4])([CH3:8])[CH3:2])=[O:47])[C@H:24]([C:26]([O:28][CH3:29])=[O:27])[CH2:23][CH2:22]3)[CH2:20][C@@H:19]2[C:32]2[CH:37]=[CH:36][C:35]([F:38])=[CH:34][C:33]=2[CH3:39])=[O:17])[CH3:14])[CH:6]=[C:7]([C:9]([F:10])([F:11])[F:12])[CH:8]=1 |f:2.3|. Reported procedure: To a solution of methyl(2S,5S,7R)-8-{[{(1R)-1-[3,5-bis(trifluoromethyl)phenyl]ethyl}(methyl)amino]carbonyl}-7-(4-fluoro-2-methylphenyl)-1,8-diazaspiro[4.5]decane-2-carboxylate (Intermediate 13, 12 g, 19.88 mmol) in dry Dichloromethane (DCM) (80 ml) TEA (4.16 ml, 29.8 mmol) and then BOC-Anhydride (5.54 ml, 23.86 mmol) were added and the reaction mixture was stirred overnight at r.t. The reaction was diluted with NaHCO3 sat. sol. (400 ml) and two phases were separated. The organic layer was dried ... The reactants are Cc1cc2cc(Oc3ncnc4cc(OCc5ccccc5)ccc34)ccc2[nH]1, O=C[O-], [NH4+], CN(C)C=O. The product is Cc1cc2cc(Oc3ncnc4cc(O)ccc34)ccc2[nH]1. RXN SMILES: [CH2:5]([c:6]1[cH:7][cH:8][cH:9][cH:10][cH:11]1)[O:12][c:13]1[cH:14][cH:15][c:16]2[c:17]([O:23][c:24]3[cH:25][c:26]4[cH:27][c:28]([CH3:33])[nH:29][c:30]4[cH:31][cH:32]3)[n:18][cH:19][n:20][c:21]2[cH:22]1.[CH:1]([O-:2])=[O:3].[NH4+:4].[O:34]=[CH:35][N:36]([CH3:37])[CH3:38]>>[OH:12][c:13]1[cH:14][cH:15][c:16]2[c:17]([O:23][c:24]3[cH:25][c:26]4[cH:27][c:28]([CH3:33])[nH:29][c:30]4[cH:31][cH:32]3)[n:18][cH:19][n:20][c:21]2[cH:22]1. The reactants are [OH-].[K+] (KOH), [OH-].[Na+] (NaOH), OC=1C=C(C=CC1)O (3-hydroxyphenol), IC(C)C (2-iodopropane). Run in O (water), C(C)O (ethanol). Product: C(C)(C)OC=1C=C(C=CC1)O (3-isopropoxyphenol). Isolated yield 42.3%. RXN SMILES: [OH:1][C:2]1[CH:3]=[C:4]([OH:8])[CH:5]=[CH:6][CH:7]=1.I[CH:10]([CH3:12])[CH3:11].[OH-].[K+].[OH-].[Na+]>C(O)C.O>[CH:10]([O:1][C:2]1[CH:3]=[C:4]([OH:8])[CH:5]=[CH:6][CH:7]=1)([CH3:12])[CH3:11] |f:2.3,4.5|. Procedure: To a mixture of 3-hydroxyphenol (20.0 g, 0.182 mmoL), 2-iodopropane (30.9 g, 0.182 mmoL) in ethanol (25 mL) at refluxing was added KOH (88%, 12.2 g, 0.191 mmoL) in water (30 mL) over a period of 60 min. The resulting mixture was refluxed for 3 hours. The mixture was poured into 1N NaOH and extracted with ether (1×). The aqueous layer was acidified with 10% HCl to pH 5 and extracted with ether (2×). The combined extracts were washed with brine (1×), dried over MgSO4 and concentrated. The residue ... Starting materials: CN(C)CC(C(=O)C1=C(C(=C(C=C1)OC)Cl)Cl)CCCCl (2-(Dimethylaminomethyl)-5-chloro-1-(2,3-dichloro-4-methoxyphenyl)-1-pentanone), S(O)(O)(=O)=O (sulfuric acid). Conditions: time 2 hour. The product is ClCCCC1C(C2=C(C(=C(C=C2C1)OC)Cl)Cl)=O (2-(3-chloropropyl)-6,7-dichloro-2,3-dihydro-5-methoxy-1H-inden-1-one). As a reaction SMILES: CN([CH2:4][CH:5]([CH2:18][CH2:19][CH2:20][Cl:21])[C:6]([C:8]1[CH:13]=[CH:12][C:11]([O:14][CH3:15])=[C:10]([Cl:16])[C:9]=1[Cl:17])=[O:7])C.S(=O)(=O)(O)O>>[Cl:21][CH2:20][CH2:19][CH2:18][CH:5]1[CH2:4][C:13]2[C:8](=[C:9]([Cl:17])[C:10]([Cl:16])=[C:11]([O:14][CH3:15])[CH:12]=2)[C:6]1=[O:7]. Procedure: 2-(Dimethylaminomethyl)-5-chloro-1-(2,3-dichloro-4-methoxyphenyl)-1-pentanone (6.1 g, 0.019 mole) was added in portions to well-stirred concentrated sulfuric acid (25 ml). The temperature rose to 39° C. after which the mixture was stirred at ambient temperature for an additional two hours. The mixture was poured into crushed ice and the resulting precipitate removed by filtration, washed with water, dried and then recrystallized from a mixture of tetrahydrofuran and ether to give 2-(3-chloroprop... Starting materials: C(C)OC(C(=O)OCC)OCC (Ethyl diethoxyacetate), [OH-].[Na+] (sodium hydroxide). Run in C(C)O (ethanol), O (water). Yields the product C(C)OC(C(=O)[O-])OCC.[Na+] (sodium diethoxyacetate). The yield is 96.1%. Reaction SMILES: [CH2:1]([O:3][CH:4]([O:10][CH2:11][CH3:12])[C:5]([O:7]CC)=[O:6])[CH3:2].[OH-].[Na+:14]>C(O)C.O>[CH2:1]([O:3][CH:4]([O:10][CH2:11][CH3:12])[C:5]([O-:7])=[O:6])[CH3:2].[Na+:14] |f:1.2,5.6|. Procedure: Ethyl diethoxyacetate (Ex. Fluka) (25 g) was added to sodium hydroxide (5.68 g) in ethanol (60 ml) and water (30 ml). After heating under reflux for 5 hours the solvents were removed at reduced pressure and the residue dried in vacuo to give sodium diethoxyacetate (23.2 g). The salt was then converted to diethoxyacetyl chloride and reacted with benzylamine to give N-benzyl diethoxyacetamide which was cyclised with conc. sulphuric acid according to Fukumi and Hideshi, Heterocycles, 9, 1197 (1978)...